Task: describe an organic reaction: reactants, conditions, products, and yield. Dataset: the Open Reaction Database (ORD), a public repository of structured organic reaction records The reactants are NC=1C(=NC(=CN1)[C@H]1C[C@H]([C@@H](CC1)O)F)C1=CC(=C(C(=O)OC(C)(C)C)C=C1)F (tert-butyl 4-(3-amino-6-((1R,3R,4R)-3-fluoro-4-hydroxycyclohexyl)pyrazin-2-yl)-2-fluorobenzoate), Cl (HCl), O1CCOCC1 (dioxane). Solvent: C(Cl)Cl (DCM). Reaction conditions: time 3 day. Product: NC=1C(=NC(=CN1)[C@H]1C[C@H]([C@@H](CC1)O)F)C1=CC(=C(C(=O)O)C=C1)F (4-(3-amino-6-((1R,3R,4R)-3-fluoro-4-hydroxycyclohexyl)pyrazin-2-yl)-2-fluorobenzoic acid). RXN SMILES: [NH2:1][C:2]1[C:3]([C:16]2[CH:28]=[CH:27][C:19]([C:20]([O:22]C(C)(C)C)=[O:21])=[C:18]([F:29])[CH:17]=2)=[N:4][C:5]([C@@H:8]2[CH2:13][CH2:12][C@@H:11]([OH:14])[C@H:10]([F:15])[CH2:9]2)=[CH:6][N:7]=1.Cl.O1CCOCC1>C(Cl)Cl>[NH2:1][C:2]1[C:3]([C:16]2[CH:28]=[CH:27][C:19]([C:20]([OH:22])=[O:21])=[C:18]([F:29])[CH:17]=2)=[N:4][C:5]([C@@H:8]2[CH2:13][CH2:12][C@@H:11]([OH:14])[C@H:10]([F:15])[CH2:9]2)=[CH:6][N:7]=1. Procedure details: To a solution of tert-butyl 4-(3-amino-6-((1R,3R,4R)-3-fluoro-4-hydroxycyclohexyl)pyrazin-2-yl)-2-fluorobenzoate (Scheme 84: 365 mg, 0.9 mmol) in DCM (2 mL) was added 4 M HCl in dioxane (8 mL, 32.0 mmol). The reaction mixture was stirred for 3 days at room temperature. After the volatile materials were evaporated in vacuo to yield 4-(3-amino-6-((1R,3R,4R)-3-fluoro-4-hydroxycyclohexyl)pyrazin-2-yl)-2-fluorobenzoic acid, which was used for the next step without further purification. LCMS (m/z): 35... Reactants: CS(=O)(=O)Cl, CO, O=C(O)C(O)Cc1ccc(O)c([N+](=O)[O-])c1. The product is CS(=O)(=O)Nc1cc(CC(O)C(=O)O)ccc1O. RXN SMILES: [CH3:17][S:18]([Cl:19])(=[O:20])=[O:21].[CH3:22][OH:23].[OH:1][CH:2]([C:3](=[O:4])[OH:5])[CH2:6][c:7]1[cH:8][c:9]([N+:14]([O-:15])=[O:16])[c:10]([OH:13])[cH:11][cH:12]1>>[OH:1][CH:2]([C:3](=[O:4])[OH:5])[CH2:6][c:7]1[cH:8][c:9]([NH:14][S:18]([CH3:17])(=[O:20])=[O:21])[c:10]([OH:13])[cH:11][cH:12]1. The reactants are C=CCC(CC=C)CO[SiH2]c1ccc(C=O)cc1, Cc1ccccc1. The product is C=CCC(CC=C)CO[SiH2]c1ccc(C=C)cc1. Reaction SMILES: [CH2:1]([CH:2]=[CH2:3])[CH:4]([CH2:5][O:6][SiH2:7][c:8]1[cH:9][cH:10][c:11]([CH:12]=[O:13])[cH:14][cH:15]1)[CH2:16][CH:17]=[CH2:18].[CH3:19][c:20]1[cH:21][cH:22][cH:23][cH:24][cH:25]1>>[CH2:1]([CH:2]=[CH2:3])[CH:4]([CH2:5][O:6][SiH2:7][c:8]1[cH:9][cH:10][c:11]([CH:12]=[CH2:19])[cH:14][cH:15]1)[CH2:16][CH:17]=[CH2:18]. Reactants: product, C1(=CC=C(C=C1)C(=O)Cl)C (p-Toluoyl chloride), CC1=C(C=CC=C1)OC (o-methylanisole), [Cl-].[Al+3].[Cl-].[Cl-] (aluminum chloride). The solvent is C(=S)=S (carbon disulfide). Yields the product COC1=C(C=C(C(=O)C2=CC=C(C=C2)C)C=C1)C (4-methoxy-3,4'-dimethylbenzophenone). Reaction SMILES: [C:1]1([CH3:10])[CH:6]=[CH:5][C:4]([C:7](Cl)=[O:8])=[CH:3][CH:2]=1.[CH3:11][C:12]1[CH:17]=[CH:16][CH:15]=[CH:14][C:13]=1[O:18][CH3:19].[Cl-].[Al+3].[Cl-].[Cl-]>C(=S)=S>[CH3:19][O:18][C:13]1[CH:14]=[CH:15][C:16]([C:7]([C:4]2[CH:5]=[CH:6][C:1]([CH3:10])=[CH:2][CH:3]=2)=[O:8])=[CH:17][C:12]=1[CH3:11] |f:2.3.4.5|. Procedure: p-Toluoyl chloride (15.5g, 0.10 mole) is added dropwise at room temperature over a 1 hour period to a mixture of o-methylanisole (15.3 g, 0.125 mole) and aluminum chloride (AlCl3, 37.3g, 0.28 mole) in carbon disulfide (CS2, 50 ml) in a flask fitted with a stirrer, addition funnel, drying tube and reflux condenser. The reaction mixture is then refluxed for 1 hour, cooled and the carbon disulfide removed in vacuo. The residue is then slurried in methylene chloride and poured into 400 g of cracked ... Starting materials: CI, Cc1ccccc1-c1nnc(C(C)(C)NS(=O)(=O)c2ccccc2)n1C, [H-], [Na+], CN(C)C=O, O. The product is Cc1ccccc1-c1nnc(C(C)(C)N(C)S(=O)(=O)c2ccccc2)n1C. Reaction SMILES: [CH3:29][I:30].[CH3:3][C:4]([CH3:5])([c:6]1[n:7][n:8][c:9](-[c:12]2[c:13]([CH3:18])[cH:14][cH:15][cH:16][cH:17]2)[n:10]1[CH3:11])[NH:19][S:20](=[O:21])(=[O:22])[c:23]1[cH:24][cH:25][cH:26][cH:27][cH:28]1.[H-:1].[Na+:2].[O:31]=[CH:32][N:33]([CH3:34])[CH3:35].[OH2:36]>>[CH3:3][C:4]([CH3:5])([c:6]1[n:7][n:8][c:9](-[c:12]2[c:13]([CH3:18])[cH:14][cH:15][cH:16][cH:17]2)[n:10]1[CH3:11])[N:19]([S:20](=[O:21])(=[O:22])[c:23]1[cH:24][cH:25][cH:26][cH:27][cH:28]1)[CH3:29]. Conditions: temperature -78 celsius, time 15 minute. Reported procedure: 5.2 ml of a solution of 1.6M n-butyllithium in hexane was added dropwise to a solution of 940 mg of 2,4,4-trimethyl-2-oxazoline in 20 ml of tetrahydrofuran with stirring, at -78° C. The resulting mixture was stirred at -78° C. for 1 hour. After this time, 2.00 g of 3-tert-butyldiphenylsilyloxy-1-propanal [prepared as described in Can. J. Chem., 71, 695 (1993)] in 10 ml of tetrahydrofuran was added to the reaction mixture whilst stirring, maintaining the temperature at -78° C. Stirring was contin... Reaction SMILES: C([Li])CCC.[CH3:6][C:7]1[O:8][CH2:9][C:10]([CH3:13])([CH3:12])[N:11]=1.[Si:14]([O:31][CH2:32][CH2:33][CH:34]=[O:35])([C:27]([CH3:30])([CH3:29])[CH3:28])([C:21]1[CH:26]=[CH:25][CH:24]=[CH:23][CH:22]=1)[C:15]1[CH:20]=[CH:19][CH:18]=[CH:17][CH:16]=1>CCCCCC.O1CCCC1.O>[Si:14]([O:31][CH2:32][CH2:33][CH:34]([OH:35])[CH2:6][C:7]1[O:8][CH2:9][C:10]([CH3:13])([CH3:12])[N:11]=1)([C:27]([CH3:29])([CH3:30])[CH3:28])([C:21]1[CH:22]=[CH:23][CH:24]=[CH:25][CH:26]=1)[C:15]1[CH:16]=[CH:17][CH:18]=[CH:19][CH:20]=1. The reactants are [Si](C1=CC=CC=C1)(C1=CC=CC=C1)(C(C)(C)C)OCCC=O (3-tert-butyldiphenylsilyloxy-1-propanal), solution, C(CCC)[Li] (n-butyllithium), CC=1OCC(N1)(C)C (2,4,4-trimethyl-2-oxazoline). The yield is 80.0%. Run in O (water), O1CCCC1 (tetrahydrofuran), CCCCCC (hexane), O1CCCC1 (tetrahydrofuran). Product: [Si](C1=CC=CC=C1)(C1=CC=CC=C1)(C(C)(C)C)OCCC(CC=1OCC(N1)(C)C)O (2-(4-tert-Butyldiphenylsilyloxy-2-hydroxybutyl)-4,4-dimethyl-2-oxazoline). Reactants: COC=1C=CC(=C(C1)N)C1CC2=CC=C(C=C2CC1)OC (5-methoxy-2-(6-methoxy-1,2,3,4-tetrahydronaphthalen-2-yl)phenylamine), N (ammonia), CC(=O)C (acetone), C(C)(=O)O[BH-](OC(C)=O)OC(C)=O.[Na+] (sodium triacetoxyborohydride). The solvent is O1CCCC1 (tetrahydrofuran), C(C)(=O)O (acetic acid). Reaction conditions: time 2 day. Yields the product C(C)(C)NC1=C(C=CC(=C1)OC)C1CC2=CC=C(C=C2CC1)OC (Isopropyl[5-methoxy-2-(6-methoxy-1,2,3,4-tetrahydronaphthalen-2-yl)phenyl]amine). RXN SMILES: [CH3:1][O:2][C:3]1[CH:4]=[CH:5][C:6]([CH:10]2[CH2:19][CH2:18][C:17]3[C:12](=[CH:13][CH:14]=[C:15]([O:20][CH3:21])[CH:16]=3)[CH2:11]2)=[C:7]([NH2:9])[CH:8]=1.[CH3:22][C:23]([CH3:25])=O.C(O[BH-](OC(=O)C)OC(=O)C)(=O)C.[Na+].N>O1CCCC1.C(O)(=O)C>[CH:23]([NH:9][C:7]1[CH:8]=[C:3]([O:2][CH3:1])[CH:4]=[CH:5][C:6]=1[CH:10]1[CH2:19][CH2:18][C:17]2[C:12](=[CH:13][CH:14]=[C:15]([O:20][CH3:21])[CH:16]=2)[CH2:11]1)([CH3:25])[CH3:22] |f:2.3|. Procedure: To a solution of 5-methoxy-2-(6-methoxy-1,2,3,4-tetrahydronaphthalen-2-yl)phenylamine (300 mg) in tetrahydrofuran (8 ml) were sequentially added acetone (0.4 ml), acetic acid (0.1 ml) and sodium triacetoxyborohydride (780 mg), and the solution was stirred for 2 days at room temperature. The solution was neutralized with ammonia solution, extracted with ethyl acetate, then sequentially washed with water and brine, dried over anhydrous magnesium sulfate, and then the solvent was evaporated in vacu... Reactants: Cc1cccc(-c2ccccc2C(=O)O)c1, Cc1nc2sccn2c1C(=O)NCC1NCC2CCCC21. Product: Cc1cccc(-c2ccccc2C(=O)N2CC3CCCC3C2CNC(=O)c2c(C)nc3sccn23)c1. Reaction SMILES: [CH3:22][c:23]1[cH:24][c:25](-[c:29]2[c:30]([C:35](=[O:36])[OH:37])[cH:31][cH:32][cH:33][cH:34]2)[cH:26][cH:27][cH:28]1.[CH:1]12[CH:2]([CH2:9][NH:10][C:11](=[O:12])[c:13]3[c:14]([CH3:21])[n:15][c:16]4[s:17][cH:18][cH:19][n:20]34)[NH:3][CH2:4][CH:5]1[CH2:6][CH2:7][CH2:8]2>>[CH:1]12[CH:2]([CH2:9][NH:10][C:11](=[O:12])[c:13]3[c:14]([CH3:21])[n:15][c:16]4[s:17][cH:18][cH:19][n:20]34)[N:3]([C:35]([c:30]3[c:29](-[c:25]4[cH:24][c:23]([CH3:22])[cH:28][cH:27][cH:26]4)[cH:34][cH:33][cH:32][cH:31]3)=[O:36])[CH2:4][CH:5]1[CH2:6][CH2:7][CH2:8]2. Starting materials: CO, C1CCOC1, O=CCC1CCCCc2noc(=O)n21. Yields the product O=c1onc2n1C(CCO)CCCC2. Reaction SMILES: [CH3:15][OH:16].[O:17]1[CH2:18][CH2:19][CH2:20][CH2:21]1.[O:1]=[c:2]1[o:3][n:4][c:5]2[n:6]1[CH:7]([CH2:12][CH:13]=[O:14])[CH2:8][CH2:9][CH2:10][CH2:11]2>>[O:1]=[c:2]1[o:3][n:4][c:5]2[n:6]1[CH:7]([CH2:12][CH2:13][OH:14])[CH2:8][CH2:9][CH2:10][CH2:11]2. Reactants: O1COC2=C1C=CC(=C2)C=2C(=C(C=C1C=CC3=C(OCO3)C21)C(=O)O)COCC2=CC=CC=C2 (9-Benzo[1,3]dioxol-5-yl-8-benzyloxymethyl-naphtho[1,2-d][1,3]dioxole-7-carboxylic acid), C(C1=CC=CC=C1)OCCCO (3-benzyloxy-1-propanol), C1(CCCCC1)N=C=NC1CCCCC1 (1,3-dicyclohexylcarbodiimide). Reagents/catalysts: CN(C1=CC=NC=C1)C (4-dimethylaminopyridine). Run in C(Cl)Cl (CH2Cl2), C(Cl)Cl (CH2Cl2). Run at time 4 hour. Product: C(C1=CC=CC=C1)OCCCOC(=O)C=1C=C2C=CC3=C(OCO3)C2=C(C1COCC1=CC=CC=C1)C1=CC2=C(OCO2)C=C1 (9-Benzo[1,3]dioxol-5-yl-8-benzyloxymethyl-naphtho[1,2-d][1,3]dioxole-7-carboxylic acid 3-benzyloxy-propyl ester). The yield is 101.2%. As a reaction SMILES: [O:1]1[C:5]2[CH:6]=[CH:7][C:8]([C:10]3[C:11]([CH2:26][O:27][CH2:28][C:29]4[CH:34]=[CH:33][CH:32]=[CH:31][CH:30]=4)=[C:12]([C:23]([OH:25])=[O:24])[CH:13]=[C:14]4[C:22]=3[C:18]3[O:19][CH2:20][O:21][C:17]=3[CH:16]=[CH:15]4)=[CH:9][C:4]=2[O:3][CH2:2]1.[CH2:35]([O:42][CH2:43][CH2:44][CH2:45]O)[C:36]1[CH:41]=[CH:40][CH:39]=[CH:38][CH:37]=1.C1(N=C=NC2CCCCC2)CCCCC1>C(Cl)Cl.CN(C)C1C=CN=CC=1>[CH2:35]([O:42][CH2:43][CH2:44][CH2:45][O:24][C:23]([C:12]1[CH:13]=[C:14]2[C:22](=[C:10]([C:8]3[CH:7]=[CH:6][C:5]4[O:1][CH2:2][O:3][C:4]=4[CH:9]=3)[C:11]=1[CH2:26][O:27][CH2:28][C:29]1[CH:30]=[CH:31][CH:32]=[CH:33][CH:34]=1)[C:18]1[O:19][CH2:20][O:21][C:17]=1[CH:16]=[CH:15]2)=[O:25])[C:36]1[CH:41]=[CH:40][CH:39]=[CH:38][CH:37]=1. Procedure: Compound 5 (54.8 mg, 0.12 mmol) in CH2Cl2 (2 mL) at 0° C. was added dropwise to a stirred solution of 3-benzyloxy-1-propanol (16.6 mg, 0.1 mmol), 1,3-dicyclohexylcarbodiimide (31 mg, 0.15 mmol) and 4-dimethylaminopyridine (14.6 mg, 0.12 mmol) in dry CH2Cl2 (1 mL). The mixture was stirred for 4 h at room temperature and concentrated in vacuo. The residue was chromatographed over silica gel using CH2Cl2/MeOH (50:1, v/v) to give 6 (61.2 mg, 84%) as a yellow liquid. 1H NMR (CDCl3) δ 8.16 (s, 1H, H4)...